From a dataset of the Open Reaction Database (ORD), a public repository of structured organic reaction records. describe an organic reaction: reactants, conditions, products, and yield The reactants are CCP(CC)CC(=O)OC(C)(C)C, CCCCCC, O=Cc1ccccn1, [H-], [Na+], C1CCOC1, O. The product is CC(C)(C)OC(=O)C=Cc1ccccn1. As a reaction SMILES: [CH2:3]([P:4]([CH2:5][CH3:6])[CH2:8][C:9](=[O:10])[O:11][C:12]([CH3:13])([CH3:14])[CH3:15])[CH3:7].[CH3:25][CH2:26][CH2:27][CH2:28][CH2:29][CH3:30].[CH:16](=[O:17])[c:18]1[n:19][cH:20][cH:21][cH:22][cH:23]1.[H-:1].[Na+:2].[O:31]1[CH2:32][CH2:33][CH2:34][CH2:35]1.[OH2:24]>>[CH:8]([C:9](=[O:10])[O:11][C:12]([CH3:13])([CH3:14])[CH3:15])=[CH:16][c:18]1[n:19][cH:20][cH:21][cH:22][cH:23]1. Yields the product CS(=O)(=O)N(CCN1CCOCC1)Cc1cc2nc(Cl)nc(N3CCOCC3)c2s1. Reaction SMILES: [Br:16][CH2:17][c:18]1[cH:19][c:20]2[n:21][c:22]([Cl:33])[n:23][c:24]([N:27]3[CH2:28][CH2:29][O:30][CH2:31][CH2:32]3)[c:25]2[s:26]1.[H-:14].[Na+:15].[O:1]1[CH2:2][CH2:3][N:4]([CH2:7][CH2:8][NH:9][S:10](=[O:11])(=[O:12])[CH3:13])[CH2:5][CH2:6]1.[O:34]1[CH2:35][CH2:36][CH2:37][CH2:38]1>>[O:1]1[CH2:2][CH2:3][N:4]([CH2:7][CH2:8][N:9]([S:10](=[O:11])(=[O:12])[CH3:13])[CH2:17][c:18]2[cH:19][c:20]3[n:21][c:22]([Cl:33])[n:23][c:24]([N:27]4[CH2:28][CH2:29][O:30][CH2:31][CH2:32]4)[c:25]3[s:26]2)[CH2:5][CH2:6]1. The reactants are Clc1nc(N2CCOCC2)c2sc(CBr)cc2n1, [H-], [Na+], CS(=O)(=O)NCCN1CCOCC1, C1CCOC1. The reactants are BrB(Br)Br, C=Cc1ccc(N2CC(=O)NS2(=O)=O)c(OCc2ccccc2)c1, ClCCl. The product is C=Cc1ccc(N2CC(=O)NS2(=O)=O)c(O)c1. RXN SMILES: [B:25]([Br:26])([Br:27])[Br:28].[CH2:1]([c:2]1[cH:3][cH:4][cH:5][cH:6][cH:7]1)[O:8][c:9]1[c:10]([N:17]2[CH2:18][C:19](=[O:24])[NH:20][S:21]2(=[O:22])=[O:23])[cH:11][cH:12][c:13]([CH:15]=[CH2:16])[cH:14]1.[Cl:29][CH2:30][Cl:31]>>[OH:8][c:9]1[c:10]([N:17]2[CH2:18][C:19](=[O:24])[NH:20][S:21]2(=[O:22])=[O:23])[cH:11][cH:12][c:13]([CH:15]=[CH2:16])[cH:14]1. Starting materials: C1(=CC=CC=C1)C(OCC1CCNCC1)C1=CC=CC=C1 (4-(diphenylmethoxymethyl)piperidine), COC=1C=C(CCBr)C=CC1 (3-methoxyphenethyl bromide), C([O-])([O-])=O.[Na+].[Na+] (sodium carbonate), [I-].[Na+] (sodium iodide). Solvent: C(C)#N (acetonitrile), C(C)(=O)OCC (ethyl acetate), O (water). The product is C1(=CC=CC=C1)C(OCC1CCN(CC1)CCC1=CC(=CC=C1)OC)C1=CC=CC=C1 (4-(Diphenylmethoxymethyl)-1-(3-methoxyphenethyl)piperidine). Yield: 53.9%. As a reaction SMILES: [C:1]1([CH:7]([C:16]2[CH:21]=[CH:20][CH:19]=[CH:18][CH:17]=2)[O:8][CH2:9][CH:10]2[CH2:15][CH2:14][NH:13][CH2:12][CH2:11]2)[CH:6]=[CH:5][CH:4]=[CH:3][CH:2]=1.[CH3:22][O:23][C:24]1[CH:25]=[C:26]([CH:30]=[CH:31][CH:32]=1)[CH2:27][CH2:28]Br.C(=O)([O-])[O-].[Na+].[Na+].[I-].[Na+]>C(#N)C.C(OCC)(=O)C.O>[C:1]1([CH:7]([C:16]2[CH:21]=[CH:20][CH:19]=[CH:18][CH:17]=2)[O:8][CH2:9][CH:10]2[CH2:15][CH2:14][N:13]([CH2:28][CH2:27][C:26]3[CH:30]=[CH:31][CH:32]=[C:24]([O:23][CH3:22])[CH:25]=3)[CH2:12][CH2:11]2)[CH:2]=[CH:3][CH:4]=[CH:5][CH:6]=1 |f:2.3.4,5.6|. Reported procedure: A mixture of 4-(diphenylmethoxymethyl)piperidine (1.40 g, 5.0 mmol--see Preparation 2), 3-methoxyphenethyl bromide (1.08 g, 5.0 mmol), sodium carbonate (1.06 g) and sodium iodide (0.50 g) in acetonitrile (30 ml) was heated under reflux for 16 hours, diluted with ethyl acetate and water and the layers separated. The organic layer was washed with water, dried over magnesium sulphate and evaporated. The residue was purified by chromatography on silica using dichloromethane plus 0-5% methanol as elu... As a reaction SMILES: [C:11]12([PH:12][C:13]34[CH2:14][CH:15]5[CH2:16][CH:17]([CH2:18][CH:19]([CH2:20]5)[CH2:21]3)[CH2:22]4)[CH2:23][CH:24]3[CH2:25][CH:26]([CH2:27][CH:28]([CH2:29]3)[CH2:30]1)[CH2:31]2.[C:66]([O-:67])(=[O:68])[CH3:69].[C:71]([O-:72])(=[O:73])[CH3:74].[Cl:51][c:52]1[cH:53][cH:54][c:55]([O:58][CH3:59])[cH:56][cH:57]1.[K+:45].[K+:46].[K+:47].[K+:48].[K+:49].[O-:32][P:33]([O:34][P:35]([O:36][P:37]([O-:38])([O-:39])=[O:40])([O-:41])=[O:42])(=[O:43])[O-:44].[O:60]1[CH2:61][CH2:62][O:63][CH2:64][CH2:65]1.[OH2:50].[Pd+2:70].[c:1]1([O:7][B:8]([OH:9])[OH:10])[cH:2][cH:3][cH:4][cH:5][cH:6]1>>[c:1]1(-[c:52]2[cH:53][cH:54][c:55]([O:58][CH3:59])[cH:56][cH:57]2)[cH:2][cH:3][cH:4][cH:5][cH:6]1. Starting materials: C1C2CC3CC1CC(PC14CC5CC(CC(C5)C1)C4)(C2)C3, CC(=O)[O-], CC(=O)[O-], COc1ccc(Cl)cc1, [K+], [K+], [K+], [K+], [K+], O=P([O-])([O-])OP(=O)([O-])OP(=O)([O-])[O-], C1COCCO1, O, [Pd+2], OB(O)Oc1ccccc1. Product: COc1ccc(-c2ccccc2)cc1. Product: COc1c(COc2ccc(-c3ccc(Br)cc3)cc2)ccc[n+]1[O-]. RXN SMILES: [Br:1][c:2]1[cH:3][cH:4][c:5](-[c:8]2[cH:9][cH:10][c:11]([O:14][CH2:15][c:16]3[c:17]([O:22][CH3:23])[n:18][cH:19][cH:20][cH:21]3)[cH:12][cH:13]2)[cH:6][cH:7]1.[Cl:35][CH2:36][Cl:37].[OH:24][O:25][C:26]([c:27]1[cH:28][c:29]([Cl:30])[cH:31][cH:32][cH:33]1)=[O:34]>>[Br:1][c:2]1[cH:3][cH:4][c:5](-[c:8]2[cH:9][cH:10][c:11]([O:14][CH2:15][c:16]3[c:17]([O:22][CH3:23])[n+:18]([O-:24])[cH:19][cH:20][cH:21]3)[cH:12][cH:13]2)[cH:6][cH:7]1. The reactants are COc1ncccc1COc1ccc(-c2ccc(Br)cc2)cc1, ClCCl, O=C(OO)c1cccc(Cl)c1. Reactants: ClC(CC(C)C)C1=CC=C(C=C1)C1=NC=C2C=3N1CCC3NC(C=C2)=O (1-[4-(1-Chloro-3-methyl-butyl)-phenyl]-8,9-dihydro-7H-2,7,9a-triaza-benzo[cd]azulen-6-one), N1CC=CC1 (3-pyrroline). Run at temperature 60 celsius. Yields the product N1(CC=CC1)C(CC(C)C)C1=CC=C(C=C1)C1=NC=C2C=3N1CCC3NC(C=C2)=O (1-{4-[1-(2,5-Dihydro-pyrrol-1-yl)-3-methyl-butyl]-phenyl}-8,9-dihydro-7H-2,7,9a-triaza-benzo[cd]azulen-6-one). Reaction SMILES: Cl[CH:2]([C:7]1[CH:12]=[CH:11][C:10]([C:13]2[N:18]3[CH2:19][CH2:20][C:21]4[NH:22][C:23](=[O:26])[CH:24]=[CH:25][C:16]([C:17]=43)=[CH:15][N:14]=2)=[CH:9][CH:8]=1)[CH2:3][CH:4]([CH3:6])[CH3:5].[NH:27]1[CH2:31][CH:30]=[CH:29][CH2:28]1>>[N:27]1([CH:2]([C:7]2[CH:12]=[CH:11][C:10]([C:13]3[N:18]4[CH2:19][CH2:20][C:21]5[NH:22][C:23](=[O:26])[CH:24]=[CH:25][C:16]([C:17]=54)=[CH:15][N:14]=3)=[CH:9][CH:8]=2)[CH2:3][CH:4]([CH3:6])[CH3:5])[CH2:31][CH:30]=[CH:29][CH2:28]1. Procedure: This compound was prepared from intermediate 229a and 6 equivalents of 3-pyrroline according to the procedure described in Example 171, with the exception of heating to 60° C. Received 83.3 mg (30%)